From a dataset of the Open Reaction Database (ORD), a public repository of structured organic reaction records. describe an organic reaction: reactants, conditions, products, and yield Starting materials: CCOC(C)=O, [Cl-], Cl, [NH4+], [NH4+], [Na+], [OH-], O=S([O-])O, CCCCCc1cc(O)cc(O)c1. Product: CCCCCc1cc(N)cc(O)c1. As a reaction SMILES: [CH3:24][CH2:25][O:26][C:27](=[O:28])[CH3:29].[Cl-:14].[ClH:23].[NH4+:15].[NH4+:21].[Na+:20].[OH-:22].[S:16](=[O:17])([OH:18])[O-:19].[c:1]1([OH:13])[cH:2][c:3]([OH:4])[cH:5][c:6]([CH2:7][CH2:8][CH2:9][CH2:10][CH3:11])[cH:12]1>>[c:1]1([OH:13])[cH:2][c:3]([NH2:15])[cH:5][c:6]([CH2:7][CH2:8][CH2:9][CH2:10][CH3:11])[cH:12]1. Starting materials: C(C)(C)N(CC)C(C)C (diisopropylethylamine), C(C)(C)OS(=O)(=O)C1=CC2=CC(=CC=C2C(=C1N=NC1=CC=C(C=C1)OC)O)N (7-Amino-4-hydroxy-3-(4-methoxy-phenylazo)-napthalene-2-sulfonic acid isopropyl Ester), C(C1=CC=CC=C1)(=O)Cl (Benzoyl chloride). The solvent is ClCCl (dichloromethane). Reaction conditions: time 16 hour. Yields the product C(C)(C)OS(=O)(=O)C1=CC2=CC(=CC=C2C(=C1N=NC1=CC=C(C=C1)OC)O)NC(C1=CC=CC=C1)=O (7-Benzoylamino-4-hydroxy-3-(4-methoxy-phenylazo)-napthalene-2-sulfonic Acid Isopropyl Ester). Isolated yield 47.9%. As a reaction SMILES: [CH:1]([O:4][S:5]([C:8]1[C:17]([N:18]=[N:19][C:20]2[CH:25]=[CH:24][C:23]([O:26][CH3:27])=[CH:22][CH:21]=2)=[C:16]([OH:28])[C:15]2[C:10](=[CH:11][C:12]([NH2:29])=[CH:13][CH:14]=2)[CH:9]=1)(=[O:7])=[O:6])([CH3:3])[CH3:2].C(N(C(C)C)CC)(C)C.[C:39](Cl)(=[O:46])[C:40]1[CH:45]=[CH:44][CH:43]=[CH:42][CH:41]=1>ClCCl>[CH:1]([O:4][S:5]([C:8]1[C:17]([N:18]=[N:19][C:20]2[CH:25]=[CH:24][C:23]([O:26][CH3:27])=[CH:22][CH:21]=2)=[C:16]([OH:28])[C:15]2[C:10](=[CH:11][C:12]([NH:29][C:39](=[O:46])[C:40]3[CH:45]=[CH:44][CH:43]=[CH:42][CH:41]=3)=[CH:13][CH:14]=2)[CH:9]=1)(=[O:6])=[O:7])([CH3:3])[CH3:2]. Procedure: 7-Amino-4-hydroxy-3-(4-methoxy-phenylazo)-napthalene-2-sulfonic acid isopropyl ester (Example 6, 200 mg, 0.48 mmol ) was dissolved in dichloromethane (3 mL) and diisopropylethylamine (160 μL, 114 mg, 0.96 mmol) was added. Benzoyl chloride (85 mg, 0.60 mmol ) was then added under nitrogen. The reaction mixture was allowed to stir for 16 h. The suspension was filtered to provide the title compound (120 mg, 0.23 mmol, 48%) as a red solid: NMR (DMSO-d6): δ 16.25 (s, 1H), 10.81 (s, 1H), 8.52 (m, 1H),... Starting materials: CC(=O)O, CO, O=C(NC1CCNCC1)c1n[nH]cc1NC(=O)c1c(Cl)cccc1Cl. Yields the product CC(=O)O, O=C(NC1CCNCC1)c1n[nH]cc1NC(=O)c1c(Cl)cccc1Cl. As a reaction SMILES: [CH3:26][C:27]([OH:28])=[O:29].[CH3:30][OH:31].[NH:1]1[CH2:2][CH2:3][CH:4]([NH:7][C:8](=[O:9])[c:10]2[n:11][nH:12][cH:13][c:14]2[NH:15][C:16]([c:17]2[c:18]([Cl:24])[cH:19][cH:20][cH:21][c:22]2[Cl:23])=[O:25])[CH2:5][CH2:6]1>>[CH3:26][C:27](=[O:28])[OH:29].[NH:1]1[CH2:2][CH2:3][CH:4]([NH:7][C:8](=[O:9])[c:10]2[n:11][nH:12][cH:13][c:14]2[NH:15][C:16]([c:17]2[c:18]([Cl:24])[cH:19][cH:20][cH:21][c:22]2[Cl:23])=[O:25])[CH2:5][CH2:6]1.